This data is from the Open Reaction Database (ORD), a public repository of structured organic reaction records. The task is: describe an organic reaction: reactants, conditions, products, and yield The reactants are C(C)OC([C@]1(N(CCC1)C(=O)OC(C)(C)C)CC1=CC=C(C=C1)Br)=O (N-(tert-butoxycarbonyl)-2-(4-bromobenzyl)proline ethyl ester), [Li+].[OH-] (LiOH), C1CCOC1 (THF), CO (MeOH). Run in O (H2O). Conditions: time 8 hour. Product: C(C)(C)(C)OC(=O)N1[C@](C(=O)O)(CCC1)CC1=CC=C(C=C1)Br (N-(tert-butoxycarbonyl)-2-(4-bromobenzyl)proline). The yield is 108.0%. Reaction SMILES: C([O:3][C:4](=[O:25])[C@:5]1([CH2:17][C:18]2[CH:23]=[CH:22][C:21]([Br:24])=[CH:20][CH:19]=2)[CH2:9][CH2:8][CH2:7][N:6]1[C:10]([O:12][C:13]([CH3:16])([CH3:15])[CH3:14])=[O:11])C.[Li+].[OH-].C1COCC1.CO>O>[C:13]([O:12][C:10]([N:6]1[CH2:7][CH2:8][CH2:9][C@@:5]1([CH2:17][C:18]1[CH:23]=[CH:22][C:21]([Br:24])=[CH:20][CH:19]=1)[C:4]([OH:25])=[O:3])=[O:11])([CH3:16])([CH3:14])[CH3:15] |f:1.2|. Procedure details: A mixture of N-(tert-butoxycarbonyl)-2-(4-bromobenzyl)proline ethyl ester (3.00 g), LiOH (10 mmol), THF (25 mL), MeOH (10 mL) and H2O (5 mL) was stirred at room temperature overnight. The mixture was then heated at 74° C. overnight. The mixture was concentrated in vacuo, and water was added. The mixture was washed with Et2O and the aqueous layer was made acidic with the addition of 1N H2SO4. The aqueous layer was extracted with EtOAc. The EtOAc layer was washed with brine, dried over Na2SO4, and... The reactants are O=C(O)c1cccc(Br)n1, O=C([O-])O, CCOC(C)=O, CO, [Na+], O=S(=O)(O)O. The product is COC(=O)c1cccc(Br)n1. RXN SMILES: [Br:1][c:2]1[cH:3][cH:4][cH:5][c:6]([C:8](=[O:9])[OH:10])[n:7]1.[C:22](=[O:23])([OH:24])[O-:25].[CH3:16][CH2:17][O:18][C:19]([CH3:20])=[O:21].[CH3:27][OH:28].[Na+:26].[S:11](=[O:12])(=[O:13])([OH:14])[OH:15]>>[Br:1][c:2]1[cH:3][cH:4][cH:5][c:6]([C:8](=[O:9])[O:10][CH3:16])[n:7]1. Starting materials: CC1(O[C@@H](C(O1)(C)C)C1=CC=C(C=C1)[N+](=O)[O-])C ((R)-2,2,4,4-tetramethyl-5-(4-nitrophenyl)-1,3-dioxolane). The reagents and catalysts are [Pd] (Pd/C). Solvent: CCOC(=O)C.CC(C)O (EtOAc IPA). Reaction conditions: time 16 hour. Product: CC1(OC([C@H](O1)C1=CC=C(N)C=C1)(C)C)C ((R)-4-(2,2,5,5-tetramethyl-1,3-dioxolan-4-yl)aniline). Yield: 102.1%. As a reaction SMILES: [CH3:1][C:2]1([CH3:18])[O:6][C:5]([CH3:8])([CH3:7])[C@@H:4]([C:9]2[CH:14]=[CH:13][C:12]([N+:15]([O-])=O)=[CH:11][CH:10]=2)[O:3]1>CCOC(C)=O.CC(O)C.[Pd]>[CH3:1][C:2]1([CH3:18])[O:3][C@H:4]([C:9]2[CH:14]=[CH:13][C:12]([NH2:15])=[CH:11][CH:10]=2)[C:5]([CH3:8])([CH3:7])[O:6]1 |f:1.2|. Procedure: A mixture of (R)-2,2,4,4-tetramethyl-5-(4-nitrophenyl)-1,3-dioxolane (200 mg, 0.797 mmol) and Pd/C (10%, 60 mg) in EtOAc/IPA (10 mL/10 mL) was stirred under 1 atm H2 atmosphere (balloon) at RT for 16 h. The mixture was filtered through a pad of Celite. The filtrate was concentrated under reduced pressure to afford the desired product (180 mg, 100%), which was directly used into the next step without further purification. The reactants are CN, Cl, COc1cc2c(c(-c3ccc(F)cc3F)c1)OC(COS(=O)(=O)c1ccc(C)cc1)C2. Product: CNCC1Cc2cc(OC)cc(-c3ccc(F)cc3F)c2O1. Reaction SMILES: [CH3:33][NH2:34].[ClH:1].[F:2][c:3]1[c:4](-[c:10]2[cH:11][c:12]([O:31][CH3:32])[cH:13][c:14]3[c:18]2[O:17][CH:16]([CH2:19][O:20][S:21]([c:22]2[cH:23][cH:24][c:25]([CH3:26])[cH:27][cH:28]2)(=[O:29])=[O:30])[CH2:15]3)[cH:5][cH:6][c:7]([F:9])[cH:8]1>>[F:2][c:3]1[c:4](-[c:10]2[cH:11][c:12]([O:31][CH3:32])[cH:13][c:14]3[c:18]2[O:17][CH:16]([CH2:19][NH:34][CH3:33])[CH2:15]3)[cH:5][cH:6][c:7]([F:9])[cH:8]1. Reactants: O=C(c1cccc(C(F)(F)F)c1Cl)N1CCn2c(Br)cnc2C1, CN(C)C=O, O=C1CCC(=O)N1Cl. Product: O=C(c1cccc(C(F)(F)F)c1Cl)N1CCn2c(nc(Cl)c2Br)C1. Reaction SMILES: [Br:1][c:2]1[cH:3][n:4][c:5]2[n:6]1[CH2:7][CH2:8][N:9]([C:11](=[O:12])[c:13]1[c:14]([Cl:23])[c:15]([C:19]([F:20])([F:21])[F:22])[cH:16][cH:17][cH:18]1)[CH2:10]2.[CH3:32][N:33]([CH3:34])[CH:35]=[O:36].[Cl:24][N:25]1[C:26](=[O:27])[CH2:28][CH2:29][C:30]1=[O:31]>>[Br:1][c:2]1[c:3]([Cl:24])[n:4][c:5]2[n:6]1[CH2:7][CH2:8][N:9]([C:11](=[O:12])[c:13]1[c:14]([Cl:23])[c:15]([C:19]([F:20])([F:21])[F:22])[cH:16][cH:17][cH:18]1)[CH2:10]2. Starting materials: CC(CC(C)=O)=O (2,4-pentanedione), C1=CC=CC=C1 (benzene), [Na] (sodium), BrC1=CC(=C(OC2=CC=C(OC(C(=O)Cl)C)C=C2)C=C1)F (2-(4-(4-bromo-2-fluorophenoxy)phenoxy)propanoyl chloride). The solvent is CCOCC (ether), O (water). Reaction conditions: time 8 hour. Product: C(C)(=O)C(C(C)=O)C(C(C)OC1=CC=C(C=C1)OC1=C(C=C(C=C1)Br)F)=O (3-Acetyl-5-(4-(4-bromo-2-fluorophenoxy)phenoxy)-2,4-hexanedione). Isolated yield 16.0%. RXN SMILES: [CH3:1][C:2](=[O:7])[CH2:3][C:4](=[O:6])[CH3:5].C1C=CC=CC=1.[Na].[Br:15][C:16]1[CH:34]=[CH:33][C:19]([O:20][C:21]2[CH:32]=[CH:31][C:24]([O:25][CH:26]([CH3:30])[C:27](Cl)=[O:28])=[CH:23][CH:22]=2)=[C:18]([F:35])[CH:17]=1>CCOCC.O>[C:4]([CH:3]([C:27](=[O:28])[CH:26]([O:25][C:24]1[CH:31]=[CH:32][C:21]([O:20][C:19]2[CH:33]=[CH:34][C:16]([Br:15])=[CH:17][C:18]=2[F:35])=[CH:22][CH:23]=1)[CH3:30])[C:2](=[O:7])[CH3:1])(=[O:6])[CH3:5] |^1:13|. Procedure details: A mixture of 1.7 g (17 mmol) of 2,4-pentanedione, 30 ml of benzene and 0.26 g (11.3 mmol) of sodium was warmed at reflux for 3 hours. The reaction mixture was cooled to room temperature and a solution of 10 mmol of 2-(4-(4-bromo-2-fluorophenoxy)phenoxy)propanoyl chloride was added dropwise. The resulting mixture was warmed at reflux for 2.5 hours, stirred at room temperature overnight and poured into water and ether. The organic layer was separated, dried over MgSO4 and evaporated to dryness. Th...